Dataset: the Open Reaction Database (ORD), a public repository of structured organic reaction records. Task: describe an organic reaction: reactants, conditions, products, and yield Reactants: C (charcoal), C(C)(C)(C)OC(=O)NN ((t-butoxycarbonyl)hydrazine), OC=1C=C(C=O)C=CC1O (3,4-dihydroxybenzaldehyde). Run in C(C)O (ethanol), same solvent. Conditions: time 3 hour. Yields the product OC=1C=C(C=CC1O)C=NNC(=O)OC(C)(C)C (2-[(3,4-Dihydroxyphenyl)methylene]hydrazinecarboxylic acid, 1,1-dimethylethyl ester). Reaction SMILES: [C:1]([O:5][C:6]([NH:8][NH2:9])=[O:7])([CH3:4])([CH3:3])[CH3:2].[OH:10][C:11]1[CH:12]=[C:13]([CH:16]=[CH:17][C:18]=1[OH:19])[CH:14]=O.C>C(O)C>[OH:10][C:11]1[CH:12]=[C:13]([CH:14]=[N:9][NH:8][C:6]([O:5][C:1]([CH3:4])([CH3:3])[CH3:2])=[O:7])[CH:16]=[CH:17][C:18]=1[OH:19]. Procedure: To a solution of 5.30 g (40 mmol) of (t-butoxycarbonyl)hydrazine in 40 ml of 80% aqueous ethanol was added a solution of 5.52 g of 3,4-dihydroxybenzaldehyde in 40 ml of the same solvent. After stirring for three hours at room temperature, the mixture was clarified with charcoal, filtered and the filtrate evaporated in vacuo. The residue was triturated with petroleum ether, filtered off by suction and dried in vacuo; yield: 8.5 g. Reactants: O1CCCC=C1 (3,4-dihydro-2H-pyran), C1(=CC=C(C=C1)S(=O)(=O)O)C (p-toluenesulfonic acid), ClC1=C(C(=O)NCCO)C=C(C=C1[N+](=O)[O-])[N+](=O)[O-] (2-chloro-3,5-dinitro-N-(2-hydroxyethyl)benzamide). Run in C(Cl)Cl (CH2Cl2). Run at time 2 hour. The product is ClC1=C(C(=O)NCCOC2OCCCC2)C=C(C=C1[N+](=O)[O-])[N+](=O)[O-] (2-chloro-3,5-dinitro-N-[2-(tetrahydro-2H-pyran-2-yloxy)ethyl]benzamide). Isolated yield 100.0%. RXN SMILES: [Cl:1][C:2]1[C:13]([N+:14]([O-:16])=[O:15])=[CH:12][C:11]([N+:17]([O-:19])=[O:18])=[CH:10][C:3]=1[C:4]([NH:6][CH2:7][CH2:8][OH:9])=[O:5].[O:20]1[CH:25]=[CH:24][CH2:23][CH2:22][CH2:21]1.C1(C)C=CC(S(O)(=O)=O)=CC=1>C(Cl)Cl>[Cl:1][C:2]1[C:13]([N+:14]([O-:16])=[O:15])=[CH:12][C:11]([N+:17]([O-:19])=[O:18])=[CH:10][C:3]=1[C:4]([NH:6][CH2:7][CH2:8][O:9][CH:21]1[CH2:22][CH2:23][CH2:24][CH2:25][O:20]1)=[O:5]. Reported procedure: A solution of 12b (0.6 g, 2.14 mmol) in CH2Cl2 was cooled in an ice-bath, and 3,4-dihydro-2H-pyran (2.0 mL) and p-toluenesulfonic acid (0.1 g) were added. The reaction mixture was stirred for 2 h, then concentrated under reduced pressure. Chromatography of the residue on silica gel, eluting with EtOAc/petroleum ether (from 1:2 to 2:1), gave 2-chloro-3,5-dinitro-N-[2-(tetrahydro-2H-pyran-2-yloxy)ethyl]benzamide (12c) (0.8 g, 100%): as an oil; Reactants: OC=1C=C(C#N)C=CC1 (3-hydroxybenzonitrile), C(C)(=O)O[C@H]1[C@H](SC[C@H]([C@@H]1OC(C)=O)OC(C)=O)Br (2,3,4-tri-O-acetyl-5-thio-α-D-xylopyranosyl bromide). Reagents/catalysts: [N-]1C=NC=C1.[Ag+] (silver imidazolate), [Cl-].[Zn+2].[Cl-] (zinc chloride). Run in C(Cl)Cl (methylene chloride). Yields the product C(C)(=O)O[C@H]1[C@H](OC2=CC(=CC=C2)C#N)SC[C@H]([C@@H]1OC(C)=O)OC(C)=O (3-cyanophenyl 2,3,4-tri-O-acetyl-5-thio-β-D-xylopyranoside). Yield: 33.3%. As a reaction SMILES: [OH:1][C:2]1[CH:3]=[C:4]([CH:7]=[CH:8][CH:9]=1)[C:5]#[N:6].[C:10]([O:13][C@@H:14]1[C@@H:19]([O:20][C:21](=[O:23])[CH3:22])[C@H:18]([O:24][C:25](=[O:27])[CH3:26])[CH2:17][S:16][C@@H:15]1Br)(=[O:12])[CH3:11]>C(Cl)Cl.[N-]1C=CN=C1.[Ag+].[Cl-].[Zn+2].[Cl-]>[C:10]([O:13][C@@H:14]1[C@@H:19]([O:20][C:21](=[O:23])[CH3:22])[C@H:18]([O:24][C:25](=[O:27])[CH3:26])[CH2:17][S:16][C@H:15]1[O:1][C:2]1[CH:9]=[CH:8][CH:7]=[C:4]([C:5]#[N:6])[CH:3]=1)(=[O:12])[CH3:11] |f:3.4,5.6.7|. Reported procedure: If the procedure described in Preparation LXXXIII is followed starting from 2 g (16.8.10-3 mol) of 3-hydroxybenzonitrile, 2.9 mg (16.5.10-3 mol) of silver imidazolate, 6.5 g (18.3.10-3 mol) of 2,3,4-tri-O-acetyl-5-thio-α-D-xylopyranosyl bromide and 4.6 g (33.6.10-3 mol) of zinc chloride in 80 ml of methylene chloride, 2.2 g (yield: 33%) of the expected product are obtained after purification by chromatography on silica gel using a hexane/ethyl acetate mixture (3/1 v/v) as the eluent, and precipi... Starting materials: C(=O)C1=CC2=CC=CC=C2C2=C1OC1(C=N2)N(C2=CC=C(C=C2C1(C)C)OC)C (5'-Formyl-5-methoxy-1,3,3-trimethylspiro[indoline-2,3'-[3H]-naphtho[2,1-b][1,4]oxazine]), C(#N)CC(=O)OCC (ethyl cyanoacetate). Yields the product C(#N)C(=CC1=CC2=CC=CC=C2C2=C1OC1(C=N2)N(C2=CC=C(C=C2C1(C)C)OC)C)C(=O)OCC (5'-(2-Cyano-2-ethoxycarbonylvinyl)-5-methoxy-1,3,3-trimethylspiro[indoline-2,3'-[3H]-naphtho[2,1-b][1,4]-oxazine]). As a reaction SMILES: [CH:1]([C:3]1[C:12]2[O:13][C:14]3([C:24]([CH3:26])([CH3:25])[C:23]4[C:18](=[CH:19][CH:20]=[C:21]([O:27][CH3:28])[CH:22]=4)[N:17]3[CH3:29])[CH:15]=[N:16][C:11]=2[C:10]2[C:5](=[CH:6][CH:7]=[CH:8][CH:9]=2)[CH:4]=1)=O.[C:30]([CH2:32][C:33]([O:35][CH2:36][CH3:37])=[O:34])#[N:31]>>[C:30]([C:32]([C:33]([O:35][CH2:36][CH3:37])=[O:34])=[CH:1][C:3]1[C:12]2[O:13][C:14]3([C:24]([CH3:26])([CH3:25])[C:23]4[C:18](=[CH:19][CH:20]=[C:21]([O:27][CH3:28])[CH:22]=4)[N:17]3[CH3:29])[CH:15]=[N:16][C:11]=2[C:10]2[C:5](=[CH:6][CH:7]=[CH:8][CH:9]=2)[CH:4]=1)#[N:31]. Procedure: This compound is prepared according to the method employed for Example 10, from 0.39 g (1 mmol) of the compound of Example 2 and from 0.18 g (1.5 mmol) of ethyl cyanoacetate. Starting materials: ClCCl (dichloromethane), ClC1=CC(=C(C=O)C=C1)F (4-chloro-2-fluorobenzaldehyde), [OH-].[Na+] (sodium hydroxide), CC(=O)C (acetone). The solvent is O (water). Product: ClC1=CC(=C(C=C1)/C=C/C(C)=O)F ((E)-4-(4-chloro-2-fluorophenyl)-but-3-en-2-one). The yield is 76.0%. Reaction SMILES: [Cl:1][C:2]1[CH:9]=[CH:8][C:5]([CH:6]=O)=[C:4]([F:10])[CH:3]=1.[OH-].[Na+].ClCCl.[CH3:16][C:17]([CH3:19])=[O:18]>O>[Cl:1][C:2]1[CH:9]=[CH:8][C:5](/[CH:6]=[CH:16]/[C:17](=[O:18])[CH3:19])=[C:4]([F:10])[CH:3]=1 |f:1.2|. Procedure: To a mechanically stirred solution of 4-chloro-2-fluorobenzaldehyde (23.8 grams (g), 0.15 mole (mol)) in acetone (100 milliliters (mL)) at room temperature was added over 20 minutes (min) a solution of sodium hydroxide (NaOH, 6.6 g, 0.165 mol) in water (H2O, 400 mL). After stirring the reaction mixture overnight, dichloromethane (CH2Cl2, 100 mL) was added. The aqueous layer was separated and extracted with CH2Cl2 (100 mL), and the combined organic extracts were washed with brine and dried over m... Starting materials: C(c1cnccc1[Cl])=O, CC1=CN=C(C=C1)N, [C-]#[N+]C1CCCCC1. Reagents/catalysts: O=C(O)C(F)(F)F (trifluoroacetic acid). Solvent: CC(C)O (isopropyl alcohol), CC(C)O (isopropylalcohol). Conditions: temperature 22 celsius, time 20 hour. Yields the product Cc1ccc2nc(c3cnccc3[Cl])c(NC3CCCCC3)n2c1. Yield: 19.4%. As a reaction SMILES: CC1=CC=C(N)N=C1.[C-]#[N+]C1CCCCC1.ClC1=CC=NC=C1C=O>>CC1=CN2C(C=C1)=NC(=C2NC1CCCCC1)C1=C(Cl)C=CN=C1. Starting materials: CCC(Cc1ccc(C(C)(C)C)cc1Br)C(=O)O, [K+], [OH-], O, O=S(Cl)Cl. Product: CCC(Cc1ccc(C(C)(C)C)cc1Br)C(=O)Cl. Reaction SMILES: [Br:3][c:4]1[c:5]([CH2:6][CH:7]([C:8](=[O:9])[OH:10])[CH2:11][CH3:12])[cH:13][cH:14][c:15]([C:17]([CH3:18])([CH3:19])[CH3:20])[cH:16]1.[K+:2].[OH-:1].[OH2:25].[S:21]([Cl:22])([Cl:23])=[O:24]>>[Br:3][c:4]1[c:5]([CH2:6][CH:7]([C:8](=[O:9])[Cl:23])[CH2:11][CH3:12])[cH:13][cH:14][c:15]([C:17]([CH3:18])([CH3:19])[CH3:20])[cH:16]1. Starting materials: C1(CCCCC1)CC(C(=O)O)CC(=O)N1CCOCC1 (2-cyclohexylmethyl-4-morpholin-4-yl-4-oxo-butyric acid), OC(=O)C(F)(F)F.NC(C(O)C=1OC(=NN1)C1=CC=CC=C1)CC (2-amino-1-(5-phenyl-[1,3,4]oxadiazol-2-yl)-1-butanol TFA salt), C=1C=CC2=C(C1)N=NN2O (HOBt), C(CCl)Cl (EDC), CN1CCOCC1 (N-methylmorpholine). The solvent is C(Cl)Cl (MeCl2). Reaction conditions: time 14 hour. Product: C1(CCCCC1)CC(C(=O)NC(CC)C(C=1OC=2C(=NC=CC2)N1)O)CC(=O)N1CCOCC1 (2-cyclohexylmethyl-N-[1-(hydroxy-oxazolo[4,5-b]pyridin-2-yl-methyl)-propyl]-4-morpholin-4-yl-4-oxo-butyramide). Yield: 115.3%. As a reaction SMILES: [CH:1]1([CH2:7][CH:8]([CH2:12][C:13]([N:15]2[CH2:20][CH2:19][O:18][CH2:17][CH2:16]2)=[O:14])[C:9]([OH:11])=O)[CH2:6][CH2:5][CH2:4][CH2:3][CH2:2]1.OC(C(F)(F)F)=O.[NH2:28][CH:29]([CH2:43][CH3:44])[CH:30]([C:32]1[O:33][C:34]([C:37]2[CH:42]=[CH:41]C=CC=2)=N[N:36]=1)[OH:31].C1C=CC2N(O)N=[N:51][C:49]=2C=1.C(Cl)CCl.CN1CCOCC1>C(Cl)Cl>[CH:1]1([CH2:7][CH:8]([CH2:12][C:13]([N:15]2[CH2:20][CH2:19][O:18][CH2:17][CH2:16]2)=[O:14])[C:9]([NH:28][CH:29]([CH:30]([OH:31])[C:32]2[O:33][C:34]3[C:49]([N:36]=2)=[N:51][CH:41]=[CH:42][CH:37]=3)[CH2:43][CH3:44])=[O:11])[CH2:2][CH2:3][CH2:4][CH2:5][CH2:6]1 |f:1.2|. Procedure details: To a stiffed mixture of 2-cyclohexylmethyl-4-morpholin-4-yl-4-oxo-butyric acid (84.9 mg, 0.3 mmol), 2-amino-1-(5-phenyl-[1,3,4]oxadiazol-2-yl)-1-butanol TFA salt (97.5 mg), prepared as in reference 21, and HOBt (55.1 mg, 0.36 mmol) in MeCl2 (5 ml), was added EDC (86.4 mg, 0.45 mmol) and N-methylmorpholine (0.25 ml) at room temperature. After stirring for 14 hours, the reaction mixture was extracted with ethyl acetate. The organic layer was washed with saturated NaHCO3, brine, dried with MgSO4 an... Starting materials: C(C)(C)(C)[C@@H]1CC[C@H](CC1)OC=1C=C2CC[C@@H](CC2=CC1)[C@]1(NC(OC1)=O)C ((R)-4-((S)-6-(trans-4-tert-butylcyclohexyloxy)-1,2,3,4-tetrahydronaphthalen-2-yl)-4-methyloxazolidin-2-one), [OH-].[Li+] (lithium hydroxide), C(C)O (ethanol), O (water). The product is N[C@](CO)(C)[C@@H]1CC2=CC=C(C=C2CC1)O[C@@H]1CC[C@H](CC1)C(C)(C)C ((R)-2-amino-2-((S)-6-(trans-4-tert-butylcyclohexyloxy)-1,2,3,4-tetrahydronaphthalen-2-yl)propan-1-ol). RXN SMILES: [C:1]([C@H:5]1[CH2:10][CH2:9][C@H:8]([O:11][C:12]2[CH:13]=[C:14]3[C:19](=[CH:20][CH:21]=2)[CH2:18][C@@H:17]([C@:22]2([CH3:28])[CH2:26][O:25]C(=O)[NH:23]2)[CH2:16][CH2:15]3)[CH2:7][CH2:6]1)([CH3:4])([CH3:3])[CH3:2].[OH-].[Li+].C(O)C.O>>[NH2:23][C@@:22]([C@H:17]1[CH2:16][CH2:15][C:14]2[C:19](=[CH:20][CH:21]=[C:12]([O:11][C@H:8]3[CH2:7][CH2:6][C@H:5]([C:1]([CH3:4])([CH3:3])[CH3:2])[CH2:10][CH2:9]3)[CH:13]=2)[CH2:18]1)([CH3:28])[CH2:26][OH:25] |f:1.2|. Reported procedure: The mixture of (R)-4-((S)-6-(trans-4-tert-butylcyclohexyloxy)-1,2,3,4-tetrahydronaphthalen-2-yl)-4-methyloxazolidin-2-one (46.6 mg, 0.000121 mol) (from isomer 4) and lithium hydroxide (31.8 mg, 0.00133 mol) in ethanol (0.77 mL, 0.013 mol) and water (0.26 mL, 0.014 mol) was heated to reflux for overnight. LCMS showed starting material was consumed and peak Rf=1.66 min left. The solvent was removed under vacuum and the residue was partitioned between water and dichloromethane. The aqueous layer wa... Starting materials: C(C1=CC=CC=C1)OC(NC1N=C(C2=C(NC1=O)C(=CC=C2)CO[Si](C)(C)C(C)(C)C)C2=CC(=CC=C2)F)=O (Benzyl(9-(((tert-butyldimethylsilyl)oxy)methyl)-5-(3-fluorophenyl)-2-oxo-2,3-dihydro-1H-benzo[e][1,4]diazepin-3-yl)carbamate), CC(=O)O (HOAc), CCOCC (Ether). The solvent is Br (HBr). Run at time 1 hour. Product: NC1N=C(C2=C(NC1=O)C(=CC=C2)CO)C2=CC(=CC=C2)F (3-Amino-5-(3-fluorophenyl)-9-(hydroxymethyl)-1H-benzo[e][1,4]diazepin-2(3H)-one). Isolated yield 95.4%. Reaction SMILES: C(OC(=O)[NH:10][CH:11]1[C:17](=[O:18])[NH:16][C:15]2[C:19]([CH2:23][O:24][Si](C(C)(C)C)(C)C)=[CH:20][CH:21]=[CH:22][C:14]=2[C:13]([C:32]2[CH:37]=[CH:36][CH:35]=[C:34]([F:38])[CH:33]=2)=[N:12]1)C1C=CC=CC=1.CC(O)=O.CCOCC>Br>[NH2:10][CH:11]1[C:17](=[O:18])[NH:16][C:15]2[C:19]([CH2:23][OH:24])=[CH:20][CH:21]=[CH:22][C:14]=2[C:13]([C:32]2[CH:37]=[CH:36][CH:35]=[C:34]([F:38])[CH:33]=2)=[N:12]1. Procedure: A mixture of Intermediate 37G (255 mg, 0.466 mmol) in 33% HBr in HOAc (1149 μl, 6.98 mmol) was stirred at room temperature for 1 h. Ether was added and the resulting solid precipitate was collected by filtration and rinsed with ether. The solid was dissolved in MeOH (10 mL) and K2CO3 (1.3 g) was added. The mixture was stirred for 40 min. and then filtered and concentrated to dryness to afford Intermediate 37H (133 mg). HPLC: RT=1.102 min (CHROMOLITH® SpeedROD column 4 6×50 mm, 10-90% aqueous met...